Dataset: the Open Reaction Database (ORD), a public repository of structured organic reaction records. Task: describe an organic reaction: reactants, conditions, products, and yield Starting materials: FCC1(CF)C=C(Br)c2cc(C(F)(F)F)ccc2O1, N#CCCN=C=S, [Li]CCCC, CCOCC, [Cl-], N#C[Cu], [NH4+], C1CCOC1. Product: N#CCCNC(=S)C1=CC(CF)(CF)Oc2ccc(C(F)(F)F)cc21. Reaction SMILES: [Br:1][C:2]1=[CH:3][C:4]([CH2:16][F:17])([CH2:18][F:19])[O:5][c:6]2[c:7]1[cH:8][c:9]([C:12]([F:13])([F:14])[F:15])[cH:10][cH:11]2.[C:28](#[N:29])[CH2:30][CH2:31][N:32]=[C:33]=[S:34].[CH2:20]([Li:21])[CH2:22][CH2:23][CH3:24].[CH3:37][CH2:38][O:39][CH2:40][CH3:41].[Cl-:35].[Cu:25][C:26]#[N:27].[NH4+:36].[O:42]1[CH2:43][CH2:44][CH2:45][CH2:46]1>>[C:2]1([C:33]([NH:32][CH2:31][CH2:30][C:28]#[N:29])=[S:34])=[CH:3][C:4]([CH2:16][F:17])([CH2:18][F:19])[O:5][c:6]2[c:7]1[cH:8][c:9]([C:12]([F:13])([F:14])[F:15])[cH:10][cH:11]2. Reactants: [Cl-].[Al+3].[Cl-].[Cl-] (aluminum chloride), Cl (HCl), CC1(OC2=CC(=CC=C2C(C1)(C)C)C)C (2,2,4,4,7-pentamethyl-chroman), CC1(OC2=CC(=CC=C2C(C1)(C)C)C)C (2,2,4,4,7-pentamethyl-chroman), C(C)(=O)Cl (acetyl chloride). Run in CCOCC (ether), O (water), [N+](=O)([O-])C (nitromethane). Run at time 14 hour. Yields the product CC1(OC2=CC(=C(C=C2C(C1)(C)C)C(C)=O)C)C (2,2,4,4,7-Pentamethyl-6-acetyl-chroman). RXN SMILES: [CH3:1][C:2]1([CH3:15])[CH2:11][C:10]([CH3:13])([CH3:12])[C:9]2[C:4](=[CH:5][C:6]([CH3:14])=[CH:7][CH:8]=2)[O:3]1.[C:16](Cl)(=[O:18])[CH3:17].[Cl-].[Al+3].[Cl-].[Cl-].Cl>[N+](C)([O-])=O.CCOCC.O>[CH3:1][C:2]1([CH3:15])[CH2:11][C:10]([CH3:13])([CH3:12])[C:9]2[C:4](=[CH:5][C:6]([CH3:14])=[C:7]([C:16](=[O:18])[CH3:17])[CH:8]=2)[O:3]1 |f:2.3.4.5|. Reported procedure: To an ice-bath cooled solution of 1.96 g (9.6 mmol) of 2,2,4,4,7-pentamethyl-chroman (Compound 89) in 30 ml of nitromethane was added under argon 1.059 g (13.5 mmol) of acetyl chloride followed by 1.9 g (14.3 mmol) of aluminum chloride. The reaction mixture was stirred at room temperature for 14 h and then cooled in an ice-bath and treated with 25 ml of conc. HCl. The mixture was warmed to room temperature and diluted with ether and water. The organic layer was separated and the aqueous layer ex... Starting materials: COC1=CC=C(CC2OC2)C=C1 (2-(4-methoxy-benzyl)-oxirane), [N-]=[N+]=[N-].[Na+] (sodium azide). Run in CN(C)C=O (DMF), O (water). Conditions: temperature 90 celsius. The product is N(=[N+]=[N-])CC(CC1=CC=C(C=C1)OC)O (1-Azido-3-(4-methoxy-phenyl)-propan-2-ol). Reaction SMILES: [CH3:1][O:2][C:3]1[CH:12]=[CH:11][C:6]([CH2:7][CH:8]2[CH2:10][O:9]2)=[CH:5][CH:4]=1.[N-:13]=[N+:14]=[N-:15].[Na+]>CN(C=O)C.O>[N:13]([CH2:10][CH:8]([OH:9])[CH2:7][C:6]1[CH:11]=[CH:12][C:3]([O:2][CH3:1])=[CH:4][CH:5]=1)=[N+:14]=[N-:15] |f:1.2|. Procedure details: To a stirring solution of 2-(4-methoxy-benzyl)-oxirane (2.0 g, 12.2 mmol) in 10 mL DMF was added a solution of sodium azide (0.87 g, 13.4 mmol) in 2 mL water. The solution was heated to 90° C. for 90 min. The solvents were removed under reduced pressure and the resulting solid residue partitioned between ethyl acetate and water. The aqueous phase was washed three times with 10 mL ethyl acetate. The combined organic layers were dried over magnesium sulfate, then purified on 40 g silica eluting wi... Reactants: [BH4-], CCO, CCOC(C)=O, [Cl-], COc1cc(Cl)ccc1C(=O)C1CC1C#N, [NH4+], [Na+]. Yields the product COc1cc(Cl)ccc1C(O)C1CC1C#N. As a reaction SMILES: [BH4-:1].[CH3:21][CH2:22][OH:23].[CH3:24][CH2:25][O:26][C:27](=[O:28])[CH3:29].[Cl-:19].[Cl:3][c:4]1[cH:5][c:6]([O:17][CH3:18])[c:7]([C:8](=[O:9])[CH:10]2[CH:11]([C:13]#[N:14])[CH2:12]2)[cH:15][cH:16]1.[NH4+:20].[Na+:2]>>[Cl:3][c:4]1[cH:5][c:6]([O:17][CH3:18])[c:7]([CH:8]([OH:9])[CH:10]2[CH:11]([C:13]#[N:14])[CH2:12]2)[cH:15][cH:16]1. The reactants are COC(C(C)([C@@H]1CC[C@H](CC1)OS(=O)(=O)C1=CC=C(C=C1)C)C)=O (trans-2-methyl-2-[4-(toluene-4-sulfonyloxy)-cyclohexyl]-propionic acid methyl ester), CNC (dimethylamine). Product: SiO2, COC(C(C)(C)[C@@H]1CC[C@@H](CC1)N(C)C)=O (cis-(4-Dimethylamino-cyclohexyl)-methyl-propionic acid methyl ester). As a reaction SMILES: [CH3:1][O:2][C:3](=[O:24])[C:4]([CH3:23])([C@H:6]1[CH2:11][CH2:10][C@H:9](OS(C2C=CC(C)=CC=2)(=O)=O)[CH2:8][CH2:7]1)[CH3:5].[CH3:25][NH:26][CH3:27]>>[CH3:1][O:2][C:3](=[O:24])[C:4]([C@H:6]1[CH2:11][CH2:10][C@@H:9]([N:26]([CH3:27])[CH3:25])[CH2:8][CH2:7]1)([CH3:23])[CH3:5]. Procedure details: A solution of 0.354 g of trans-2-methyl-2-[4-(toluene-4-sulfonyloxy)-cyclohexyl]-propionic acid methyl ester in 10 ml of 60% aqueous dimethylamine solution is heated to 110° C. for 48 hours. The reactions mixture is cooled to room temperature and extracted with dichloromethane (3×). The combined extracts are dried over sodium sulphate and concentrated. Flash chromatography (SiO2 60F) of the residue provides the title compound which is identified on the basis of its Rf-value. Starting materials: O=C(NC1CCC(C(=O)O)CC1)c1ccccc1-c1ccc(C(F)(F)F)cc1, O=C(NCC(F)(F)F)C1(CCO)c2ccccc2-c2ccccc21. Product: O=C(NC1CCC(C(=O)OCCC2(C(=O)NCC(F)(F)F)c3ccccc3-c3ccccc32)CC1)c1ccccc1-c1ccc(C(F)(F)F)cc1. RXN SMILES: [F:1][C:2]([c:3]1[cH:4][cH:5][c:6](-[c:9]2[c:10]([C:15](=[O:16])[NH:17][CH:18]3[CH2:19][CH2:20][CH:21]([C:24](=[O:25])[OH:26])[CH2:22][CH2:23]3)[cH:11][cH:12][cH:13][cH:14]2)[cH:7][cH:8]1)([F:27])[F:28].[F:29][C:30]([CH2:31][NH:32][C:33](=[O:34])[C:35]1([CH2:48][CH2:49][OH:50])[c:36]2[cH:37][cH:38][cH:39][cH:40][c:41]2-[c:42]2[cH:43][cH:44][cH:45][cH:46][c:47]21)([F:51])[F:52]>>[F:1][C:2]([c:3]1[cH:4][cH:5][c:6](-[c:9]2[c:10]([C:15](=[O:16])[NH:17][CH:18]3[CH2:19][CH2:20][CH:21]([C:24]([O:25][CH2:49][CH2:48][C:35]4([C:33]([NH:32][CH2:31][C:30]([F:29])([F:51])[F:52])=[O:34])[c:36]5[cH:37][cH:38][cH:39][cH:40][c:41]5-[c:42]5[cH:43][cH:44][cH:45][cH:46][c:47]54)=[O:26])[CH2:22][CH2:23]3)[cH:11][cH:12][cH:13][cH:14]2)[cH:7][cH:8]1)([F:27])[F:28]. Reactants: Cn1nccc1-c1ccc(Sc2cc(F)cc(C3(C(N)=O)CCOCC3)c2F)cc1, [H-], [Na+], C1CCOC1. Product: CNC(=O)C1(c2cc(F)cc(Sc3ccc(-c4ccnn4C)cc3)c2F)CCOCC1. Reaction SMILES: [F:1][c:2]1[c:3]([C:22]2([C:28](=[O:29])[NH2:30])[CH2:23][CH2:24][O:25][CH2:26][CH2:27]2)[cH:4][c:5]([F:21])[cH:6][c:7]1[S:8][c:9]1[cH:10][cH:11][c:12](-[c:15]2[cH:16][cH:17][n:18][n:19]2[CH3:20])[cH:13][cH:14]1.[H-:31].[Na+:32].[O:33]1[CH2:34][CH2:37][CH2:36][CH2:35]1>>[F:1][c:2]1[c:3]([C:22]2([C:28](=[O:29])[NH:30][CH3:34])[CH2:23][CH2:24][O:25][CH2:26][CH2:27]2)[cH:4][c:5]([F:21])[cH:6][c:7]1[S:8][c:9]1[cH:10][cH:11][c:12](-[c:15]2[cH:16][cH:17][n:18][n:19]2[CH3:20])[cH:13][cH:14]1. The reactants are ClC=1C=C(C=CC1Cl)C(C#N)NC1=CC=C(C=C1)S(N)(=O)=O (α-(3,4-dichlorophenyl)-α-(4-sulfamoylanilino)acetonitrile), O=CC(C)=C (methacrolein). Product: ClC=1C=C(C=CC1Cl)C=1N(C=C(C1)C)C1=CC=C(C=C1)S(N)(=O)=O (2-(3,4-Dichlorophenyl)-4-methyl-1-(4-sulfamoylphenyl)pyrrole), powder. Isolated yield 33.0%. Reaction SMILES: [Cl:1][C:2]1[CH:3]=[C:4]([CH:9]([NH:12][C:13]2[CH:18]=[CH:17][C:16]([S:19](=[O:22])(=[O:21])[NH2:20])=[CH:15][CH:14]=2)[C:10]#N)[CH:5]=[CH:6][C:7]=1[Cl:8].O=[CH:24][C:25](=C)[CH3:26]>>[Cl:1][C:2]1[CH:3]=[C:4]([C:9]2[N:12]([C:13]3[CH:18]=[CH:17][C:16]([S:19](=[O:22])(=[O:21])[NH2:20])=[CH:15][CH:14]=3)[CH:24]=[C:25]([CH3:26])[CH:10]=2)[CH:5]=[CH:6][C:7]=1[Cl:8]. Procedure: Following a procedure similar to that described in Example 1(iii), but using α-(3,4-dichlorophenyl)-α-(4-sulfamoylanilino)acetonitrile [prepared as described in step (ii) above] and methacrolein as starting materials, the title compound was obtained as a pale brown powder (yield 33%), melting at 136-138° C.